Dataset: the Open Reaction Database (ORD), a public repository of structured organic reaction records. Task: describe an organic reaction: reactants, conditions, products, and yield The reactants are CC#N, Nc1ccc(-c2ccc(Cl)cc2)c(Cl)n1, O=C=NC(=O)c1c(F)cccc1F. The product is O=C(NC(=O)c1c(F)cccc1F)Nc1ccc(-c2ccc(Cl)cc2)c(Cl)n1. RXN SMILES: [CH3:29][C:30]#[N:31].[Cl:1][c:2]1[c:3](-[c:9]2[cH:10][cH:11][c:12]([Cl:15])[cH:13][cH:14]2)[cH:4][cH:5][c:6]([NH2:8])[n:7]1.[F:16][c:17]1[c:18]([C:19](=[O:20])[N:21]=[C:22]=[O:23])[c:24]([F:28])[cH:25][cH:26][cH:27]1>>[Cl:1][c:2]1[c:3](-[c:9]2[cH:10][cH:11][c:12]([Cl:15])[cH:13][cH:14]2)[cH:4][cH:5][c:6]([NH:8][C:22]([NH:21][C:19]([c:18]2[c:17]([F:16])[cH:27][cH:26][cH:25][c:24]2[F:28])=[O:20])=[O:23])[n:7]1.